Dataset: the Open Reaction Database (ORD), a public repository of structured organic reaction records. Task: describe an organic reaction: reactants, conditions, products, and yield The reactants are [N+](=[N-])=C (diazomethane), [OH-].[K+] (potassium hydroxide), S1C(CCC1)C=1C(CC(CC1O)(C)C)=O (2-(2-tetrahydrothienyl)-3-hydroxy-5,5-dimethyl-2-cyclohexen-1-one), N(=O)NC(=O)N (N-nitroso urea), aqueous solution, [N+](=[N-])=C (diazomethane). Run in CCOCC (ether), C(C)(=O)O (acetic acid). Conditions: time 15 hour. The product is S1C(CCC1)C=1C(CC(CC1OC)(C)C)=O (2-(2-tetrahydrothienyl)-3-methoxy-5,5-dimethyl-2-cyclohexen-1-one). As a reaction SMILES: [N+](=C)=[N-].N(N[C:7](N)=O)=O.[OH-].[K+].[S:12]1[CH2:16][CH2:15][CH2:14][CH:13]1[C:17]1[C:18](=[O:26])[CH2:19][C:20]([CH3:25])([CH3:24])[CH2:21][C:22]=1[OH:23]>C(O)(=O)C.CCOCC>[S:12]1[CH2:16][CH2:15][CH2:14][CH:13]1[C:17]1[C:22](=[O:23])[CH2:21][C:20]([CH3:24])([CH3:25])[CH2:19][C:18]=1[O:26][CH3:7] |f:2.3|. Procedure details: To 500 parts by volume of an ether solution of diazomethane prepared using 47 parts of N-nitroso urea and 140 parts by volume of a 40% aqueous solution of potassium hydroxide in a conventional manner, 17.7 parts of 2-(2-tetrahydrothienyl)-3-hydroxy-5,5-dimethyl-2-cyclohexen-1-one was added little by little over a period of 20 minutes. After stirring for 15 hours at room temperature, the unreacted diazomethane was decomposed by the addition of 5 parts of acetic acid and washed with 1 N aqueous so... Reactants: COC=1C=C(C=C(C1OC)OC)CC[C@@H](O)C1=CC(=CC=C1)OCC(=O)OC(C)(C)C ((1R)-3-(3,4,5-Trimethoxyphenyl)-1-(3-(tert-butoxycarbonylmethoxy)phenyl)-propan-1-ol), O=C(C(C(CC)(C)C)=O)N1[C@@H](CCCC1)C(=O)O ((2S)-1-(1,2-dioxo-3,3-dimethylpentyl)-2-piperidinecarboxylic acid), C1(CCCCC1)N=C=NC1CCCCC1 (1,3-dicyclohexylcarbodiimide). Reagents/catalysts: CN(C1=CC=NC=C1)C (4-(dimethylamino)-pyridine). The solvent is C(Cl)Cl (CH2Cl2). Conditions: time 8 hour. Yields the product CC(C(C(=O)N1[C@@H](CCCC1)C(=O)O[C@H](CCC1=CC(=C(C(=C1)OC)OC)OC)C1=CC(=CC=C1)OCC(=O)OC(C)(C)C)=O)(CC)C ((1R)-3-(3,4,5-trimethoxyphenyl)-1-[3-(tert-butoxycarbonylmethoxy)phenyl]-1-propyl (2S)-1-(3,3-dimethyl-1,2-dioxopentyl)-2-piperidinecarboxylate). Yield: 78.0%. As a reaction SMILES: [CH3:1][O:2][C:3]1[CH:4]=[C:5]([CH2:13][CH2:14][C@H:15]([C:17]2[CH:22]=[CH:21][CH:20]=[C:19]([O:23][CH2:24][C:25]([O:27][C:28]([CH3:31])([CH3:30])[CH3:29])=[O:26])[CH:18]=2)[OH:16])[CH:6]=[C:7]([O:11][CH3:12])[C:8]=1[O:9][CH3:10].[O:32]=[C:33]([N:41]1[CH2:46][CH2:45][CH2:44][CH2:43][C@H:42]1[C:47](O)=[O:48])[C:34](=[O:40])[C:35]([CH3:39])([CH3:38])[CH2:36][CH3:37].C1(N=C=NC2CCCCC2)CCCCC1>C(Cl)Cl.CN(C)C1C=CN=CC=1>[CH3:38][C:35]([CH3:39])([CH2:36][CH3:37])[C:34](=[O:40])[C:33]([N:41]1[CH2:46][CH2:45][CH2:44][CH2:43][C@H:42]1[C:47]([O:16][C@@H:15]([C:17]1[CH:22]=[CH:21][CH:20]=[C:19]([O:23][CH2:24][C:25]([O:27][C:28]([CH3:31])([CH3:30])[CH3:29])=[O:26])[CH:18]=1)[CH2:14][CH2:13][C:5]1[CH:4]=[C:3]([O:2][CH3:1])[C:8]([O:9][CH3:10])=[C:7]([O:11][CH3:12])[CH:6]=1)=[O:48])=[O:32]. Procedure: A solution of alcohol 14 (650 mg, 1.5 mmol) in CH2Cl2 (5 mL) was treated with (2S)-1-(1,2-dioxo-3,3-dimethylpentyl)-2-piperidinecarboxylic acid (23, 382 mg, 1.5 mmol, followed by 1,3-dicyclohexylcarbodiimide (370 mg, 1.8 mmol), and 4-(dimethylamino)-pyridine (128 mg, 1.0 mmol) under a nitrogen atmosphere. The resulting bright yellow suspension was allowed to stir overnight. The mixture was then filtered through glass wool and chromatographed (silica gel, 20-30% EtOAc/hexanes) to give (1R)-3-(3,4... The reactants are O=C(OCC)C=1C=CN=CC1, [Zn].O=S(O)CC(F)(F)F. Reagents/catalysts: OOC(C)(C)C. Run in O, FC=1C(F)=C(F)C(=C(F)C1F)C(F)(F)F. Reaction conditions: temperature 50 celsius, time 18 hour. The product is O=C(OCC)C=1C=CN=CC1CC(F)(F)F, O=C(OCC)C=1C=CN=C(C1)CC(F)(F)F. Isolated yield 4.0%.